This data is from the Open Reaction Database (ORD), a public repository of structured organic reaction records. The task is: describe an organic reaction: reactants, conditions, products, and yield The reactants are ClC=1C=C(C=CC1)N1N=C(N=N1)C1=NC=CC=C1 (2-[2-(3-chlorophenyl)-2H-tetrazol-5-yl]pyridine), FC(C=1C=C(N)C=CC1)(F)F (3-trifluoromethylaniline), N1=C(C=CC=C1)C=O (pyridine-2-carboxaldehyde). Product: FC(C=1C=C(C=CC1)N1N=C(N=N1)C1=NC=CC=C1)(F)F (2-[2-(3-trifluoromethylphenyl)-2H-tetrazol-5-yl]pyridine). RXN SMILES: Cl[C:2]1[CH:3]=[C:4]([N:8]2[N:12]=[N:11][C:10]([C:13]3[CH:18]=[CH:17][CH:16]=[CH:15][N:14]=3)=[N:9]2)[CH:5]=[CH:6][CH:7]=1.[F:19][C:20]([F:29])([F:28])C1C=C(C=CC=1)N.N1C=CC=CC=1C=O>>[F:19][C:20]([F:29])([F:28])[C:2]1[CH:3]=[C:4]([N:8]2[N:12]=[N:11][C:10]([C:13]3[CH:18]=[CH:17][CH:16]=[CH:15][N:14]=3)=[N:9]2)[CH:5]=[CH:6][CH:7]=1. Procedure: Following the procedure described in EXAMPLE 1 for the synthesis of 2-[2-(3-chlorophenyl)-2H-tetrazol-5-yl]pyridine, 3-trifluoromethylaniline (195 mg, 1.2 mmol) and pyridine-2-carboxaldehyde (128 mg, 1.2 mmol) were employed to obtain 2-[2-(3-trifluoromethylphenyl)-2H-tetrazol-5-yl]pyridine as an orange solid. The reactants are COC(=O)C(Cc1cnc(Nc2ccccc2)nc1Cl)c1ccc(OC)cc1, CCOC(C)=O, NCC1CC1. The product is COC(=O)C(Cc1cnc(Nc2ccccc2)nc1NCC1CC1)c1ccc(OC)cc1. RXN SMILES: [CH3:1][O:2][C:3]([CH:4]([CH2:5][c:6]1[c:7]([Cl:19])[n:8][c:9]([NH:12][c:13]2[cH:14][cH:15][cH:16][cH:17][cH:18]2)[n:10][cH:11]1)[c:20]1[cH:21][cH:22][c:23]([O:26][CH3:27])[cH:24][cH:25]1)=[O:28].[CH3:34][CH2:35][O:36][C:37](=[O:38])[CH3:39].[CH:29]1([CH2:32][NH2:33])[CH2:30][CH2:31]1>>[CH3:1][O:2][C:3]([CH:4]([CH2:5][c:6]1[c:7]([NH:33][CH2:32][CH:29]2[CH2:30][CH2:31]2)[n:8][c:9]([NH:12][c:13]2[cH:14][cH:15][cH:16][cH:17][cH:18]2)[n:10][cH:11]1)[c:20]1[cH:21][cH:22][c:23]([O:26][CH3:27])[cH:24][cH:25]1)=[O:28].